Dataset: the Open Reaction Database (ORD), a public repository of structured organic reaction records. Task: describe an organic reaction: reactants, conditions, products, and yield Reactants: [Al+3], CSCCNC(=O)OC(C)(C)C, [H-], [H-], [H-], [H-], [Li+], C1CCOC1. Yields the product CSCCN(C)C(=O)OC(C)(C)C. Reaction SMILES: [Al+3:14].[CH3:1][S:2][CH2:3][CH2:4][NH:5][C:6]([O:7][C:8]([CH3:9])([CH3:10])[CH3:11])=[O:12].[H-:13].[H-:16].[H-:17].[H-:18].[Li+:15].[O:19]1[CH2:20][CH2:23][CH2:22][CH2:21]1>>[CH3:1][S:2][CH2:3][CH2:4][N:5]([C:6]([O:7][C:8]([CH3:9])([CH3:10])[CH3:11])=[O:12])[CH3:20]. Reactants: BrC=1C=C2C(=CC(OC2=CC1OC(C)=O)=O)C=[N+]=[N-] (6-Bromo-7-acetoxy-4-diazomethylcoumarin). Reagents/catalysts: [Zn] (Zn). Solvent: CO (MeOH). Run at time 75 hour. Product: BrC=1C=C2C(=CC(OC2=CC1O)=O)C=[N+]=[N-] (6-Bromo-7-hydroxy-4-diazomethylcoumarin). The yield is 100.0%. Reaction SMILES: [Br:1][C:2]1[CH:3]=[C:4]2[C:9](=[CH:10][C:11]=1[O:12]C(=O)C)[O:8][C:7](=[O:16])[CH:6]=[C:5]2[CH:17]=[N+:18]=[N-:19]>CO.[Zn]>[Br:1][C:2]1[CH:3]=[C:4]2[C:9](=[CH:10][C:11]=1[OH:12])[O:8][C:7](=[O:16])[CH:6]=[C:5]2[CH:17]=[N+:18]=[N-:19]. Procedure details: A mixture of 43.0 mg (0.133 mmol) of compound 21 and 154.6 mg (2.36 mmol) of Zn in MeOH (10 mL) was stirred at room temperature for 75 hours under a N2 atmosphere. Zn was removed by filtration and washed thoroughly with MeOH. The combined organic layer was evaporated to yield 37.5 mg (0.133 mmol, 100% yield) of compound 22. MS (ES, positive) 282.7, 284.7. Starting materials: alcohols, alkylchloroformate, aldehydes, CC(C)C[AlH]CC(C)C (DIBAL-H), COC1=C(/C=C/C=O)C=CC=C1 ((E)-2-methoxycinnamaldehyde), COC1=CC=C(/C=C/C=O)C=C1 ((E)-4-methoxycinnamaldehyde), Phenols. The solvent is N1=CC=CC=C1 (pyridine). The product is alcohol, COC1=C(/C=C/CO)C=CC=C1 ((E)-2-methoxycinnamyl alcohol). As a reaction SMILES: CC(C[AlH]CC(C)C)C.COC1C=CC(/C=C/C=O)=CC=1.[CH3:22][O:23][C:24]1[CH:33]=[CH:32][CH:31]=[CH:30][C:25]=1/[CH:26]=[CH:27]/[CH:28]=[O:29]>N1C=CC=CC=1>[CH3:22][O:23][C:24]1[CH:33]=[CH:32][CH:31]=[CH:30][C:25]=1/[CH:26]=[CH:27]/[CH2:28][OH:29]. Procedure: [Ir(cod)Cl]2, O,O′-(R)-(1,1′-Dinaphthyl-2,2′-diyl)-N,N′-di-(R,R)-phenylethylphosphoramidite were prepared according to published procedures (Herde, J. L.; Lambert, J. C.; Senoff, C. V. Inorg. Synth. 1974, 15, 18; Alexakis, A.; Rosset, S.; Allamand, J.; March, S.; Guillen, F.; Benhaim, C. Synlett 2001, 1375). Lithium aryloxides were prepared by reaction of the corresponding phenols with n-BuLi in THF at 0° C. After being stirred for 10 min at room temperature, the solution was concentrated under ...